From a dataset of the Open Reaction Database (ORD), a public repository of structured organic reaction records. describe an organic reaction: reactants, conditions, products, and yield The reactants are C(C)(C)(C)OC(COC1=C(C(=CC=C1)C=O)C)=O ((3-Formyl-2-methylphenoxy)acetic acid tert-butyl ester), C[Mg]Cl (Methyl magnesium chloride). Solvent: O1CCCC1 (tetrahydrofuran). Conditions: temperature -78 celsius, time 2 hour. The product is C(C)(C)(C)OC(COC1=C(C(=CC=C1)C(C)O)C)=O ([3-(1-hydroxyethyl)-2-methylphenoxy)acetic acid tert-butyl ester). The yield is 59.5%. As a reaction SMILES: [C:1]([O:5][C:6](=[O:18])[CH2:7][O:8][C:9]1[CH:14]=[CH:13][CH:12]=[C:11]([CH:15]=[O:16])[C:10]=1[CH3:17])([CH3:4])([CH3:3])[CH3:2].[CH3:19][Mg]Cl>O1CCCC1>[C:1]([O:5][C:6](=[O:18])[CH2:7][O:8][C:9]1[CH:14]=[CH:13][CH:12]=[C:11]([CH:15]([OH:16])[CH3:19])[C:10]=1[CH3:17])([CH3:4])([CH3:3])[CH3:2]. Procedure: (3-Formyl-2-methylphenoxy)acetic acid tert-butyl ester (0.94 g, 3.75 mmol) was dissolved in freshly distilled tetrahydrofuran and cooled to −78° C. Methyl magnesium chloride (2.62 mL, 7.88 mmol) was added dropwise and the mixture was allowed to stir at −78° C. for two hours. The mixture was allowed to warm to room temperature, stirred for an additional six hours, then carefully quenched with water, and extracted with ethyl acetate. The organic extracts were dried over anhydrous sodium sulfate an... The reactants are O.Cl.N[C@@H](CC1=CC=C(C=C1)O)C(=O)N[C@H](CCSC)C(=O)NCCCC1=CC=CC=C1 (L-tyrosyl-N-(3-phenylpropyl)-D-methioninamide monohydrochloride monohydrate), OO (hydrogen peroxide). The solvent is C(C)(=O)O (acetic acid). The product is O.Cl.N[C@@H](CC1=CC=C(C=C1)O)C(=O)N[C@H](CCS(C)=O)C(=O)NCCCC1=CC=CC=C1.O.O.N[C@@H](CC1=CC=C(C=C1)O)C(=O)N[C@H](CCS(C)=O)C(=O)NCCCC1=CC=CC=C1.Cl (L-tyrosyl-N-(3-phenylpropyl)-D-methioninamide S-oxide monohydrochloride sesquihydrate). The yield is 244.2%. RXN SMILES: [OH2:1].[ClH:2].[NH2:3][C@H:4]([C:13]([NH:15][C@@H:16]([C:21]([NH:23][CH2:24][CH2:25][CH2:26][C:27]1[CH:32]=[CH:31][CH:30]=[CH:29][CH:28]=1)=[O:22])[CH2:17][CH2:18][S:19][CH3:20])=[O:14])[CH2:5][C:6]1[CH:11]=[CH:10][C:9]([OH:12])=[CH:8][CH:7]=1.OO>C(O)(=O)C>[OH2:12].[ClH:2].[NH2:3][C@H:4]([C:13]([NH:15][C@@H:16]([C:21]([NH:23][CH2:24][CH2:25][CH2:26][C:27]1[CH:28]=[CH:29][CH:30]=[CH:31][CH:32]=1)=[O:22])[CH2:17][CH2:18][S:19](=[O:1])[CH3:20])=[O:14])[CH2:5][C:6]1[CH:11]=[CH:10][C:9]([OH:12])=[CH:8][CH:7]=1.[OH2:12].[OH2:12].[NH2:3][C@H:4]([C:13]([NH:15][C@@H:16]([C:21]([NH:23][CH2:24][CH2:25][CH2:26][C:27]1[CH:28]=[CH:29][CH:30]=[CH:31][CH:32]=1)=[O:22])[CH2:17][CH2:18][S:19](=[O:1])[CH3:20])=[O:14])[CH2:5][C:6]1[CH:11]=[CH:10][C:9]([OH:12])=[CH:8][CH:7]=1.[ClH:2] |f:0.1.2,5.6.7.8.9.10.11|. Reported procedure: A solution of L-tyrosyl-N-(3-phenylpropyl)-D-methioninamide monohydrochloride monohydrate (219 mg.) and aqueous hydrogen peroxide (3%, 640 μl) in acetic acid (5 ml.) was stirred at room temperature for two and one quarter hours, then concentrated under vacuum. The residue was reevaporated under vacuum once from ethyl acetate and three times from ether. A solution of the residue in water was filtered and lyophilized, affording as an amorphous white solid L-tyrosyl-N-(3-phenylpropyl)-D-methioninam...